The task is: describe an organic reaction: reactants, conditions, products, and yield. This data is from the Open Reaction Database (ORD), a public repository of structured organic reaction records. The reactants are COC(C(=O)NCc1ccc(C#N)cc1)c1ccc(O)cc1, C1CCOC1, CCOC(=O)N=NC(=O)OCC, CN1CCC(O)CC1, c1ccc(P(c2ccccc2)c2ccccc2)cc1. Yields the product COC(C(=O)NCc1ccc(C#N)cc1)c1ccc(OC2CCN(C)CC2)cc1. RXN SMILES: [C:1](#[N:2])[c:3]1[cH:4][cH:5][c:6]([CH2:7][NH:8][C:9]([CH:10]([O:11][CH3:12])[c:13]2[cH:14][cH:15][c:16]([OH:19])[cH:17][cH:18]2)=[O:20])[cH:21][cH:22]1.[CH2:62]1[O:63][CH2:64][CH2:65][CH2:66]1.[O:50]=[C:51]([O:52][CH2:53][CH3:54])[N:55]=[N:56][C:57]([O:58][CH2:59][CH3:60])=[O:61].[OH:42][CH:43]1[CH2:44][CH2:45][N:46]([CH3:49])[CH2:47][CH2:48]1.[c:23]1([P:24]([c:25]2[cH:26][cH:27][cH:28][cH:29][cH:30]2)[c:31]2[cH:32][cH:33][cH:34][cH:35][cH:36]2)[cH:37][cH:38][cH:39][cH:40][cH:41]1>>[C:1](#[N:2])[c:3]1[cH:4][cH:5][c:6]([CH2:7][NH:8][C:9]([CH:10]([O:11][CH3:12])[c:13]2[cH:14][cH:15][c:16]([O:19][CH:43]3[CH2:44][CH2:45][N:46]([CH3:49])[CH2:47][CH2:48]3)[cH:17][cH:18]2)=[O:20])[cH:21][cH:22]1. Reactants: C1(O)=CC=C(O)C=C1 (hydroquinone), C=1C=CC(=CC1)N2CCC(=O)N2 (phenidone). The reagents and catalysts are [Ag] (silver). The product is C1(O)=CC=C(O)C=C1.C=1C=CC(=CC1)N2CCC(=O)N2 (hydroquinone phenidone). As a reaction SMILES: [C:1]1([CH:8]=[CH:7][C:5]([OH:6])=[CH:4][CH:3]=1)[OH:2].[CH:9]1[CH:10]=[CH:11][C:12]([N:15]2[NH:20][C:18](=[O:19])[CH2:17][CH2:16]2)=[CH:13][CH:14]=1>[Ag]>[C:1]1([CH:8]=[CH:7][C:5]([OH:6])=[CH:4][CH:3]=1)[OH:2].[CH:9]1[CH:14]=[CH:13][C:12]([N:15]2[NH:20][C:18](=[O:19])[CH2:17][CH2:16]2)=[CH:11][CH:10]=1 |f:3.4|. Procedure: The emulsion was chemically and optically sensitized, and then coated at the coverage rate of 0.5 grams per square meter with a silver to gelatin ratio of 0.3 and hydroquinone and phenidone thus obtaining a gelatin/hydroquinone/phenidone ratio of 1:0.07:0.01. Reactants: ClC1=C(C=CC=C1)C1=C(C=C(C(N1)=O)C#N)C1=CC=C(C=C1)Cl (6-(2-Chlorophenyl)-5-(4-chlorophenyl)-2-oxo-1,2-dihydropyridine-3-carbonitrile), O=P(Cl)(Cl)Cl (POCl3), O=P(Cl)(Cl)Cl (POCl3). Reaction conditions: temperature 100 celsius. Product: ClC1=NC(=C(C=C1C#N)C1=CC=C(C=C1)Cl)C1=C(C=CC=C1)Cl (2-chloro-6-(2-chlorophenyl)-5-(4-chlorophenyl)pyridine-3-carbonitrile). RXN SMILES: [Cl:1][C:2]1[CH:7]=[CH:6][CH:5]=[CH:4][C:3]=1[C:8]1[NH:13][C:12](=O)[C:11]([C:15]#[N:16])=[CH:10][C:9]=1[C:17]1[CH:22]=[CH:21][C:20]([Cl:23])=[CH:19][CH:18]=1.O=P(Cl)(Cl)[Cl:26]>>[Cl:26][C:12]1[C:11]([C:15]#[N:16])=[CH:10][C:9]([C:17]2[CH:22]=[CH:21][C:20]([Cl:23])=[CH:19][CH:18]=2)=[C:8]([C:3]2[CH:4]=[CH:5][CH:6]=[CH:7][C:2]=2[Cl:1])[N:13]=1. Reported procedure: To the product of Step B (1.5 g) was added POCl3 (5 mL). The reaction was heated to 100° C. for 17 hours. After cooling to room temperature the excess POCl3 was removed in vacuo before the residue was dissolved in EtOAc and washed with saturated aqueous NaHCO3 solution. The solution was concentrated and purified via flash chromatography on silica gel eluted with 10% EtOAc in hexane affording the title compound. HPLC/MS: 358.9 (M+1), 360.9 (M+3); Rt=4.07 min. Procedure: In analogy to example 16.4, (RS)-N-(4-cyano-benzyl)-2-(3-hydroxy-phenyl)-2-methoxy-acetamide was alkylated with 2-iodopropane/cesium carbonate in DMF to give (RS)-N-(4-cyano-benzyl)-2-(3-isopropoxy-phenyl)-2-methoxy-acetamide as a colorless oil. MS 339.2 ([M+H]+) RXN SMILES: [C:1]([C:3]1[CH:22]=[CH:21][C:6]([CH2:7][NH:8][C:9](=[O:20])[CH:10]([C:13]2[CH:18]=[CH:17][CH:16]=[C:15]([OH:19])[CH:14]=2)[O:11][CH3:12])=[CH:5][CH:4]=1)#[N:2].I[CH:24]([CH3:26])[CH3:25].C(=O)([O-])[O-].[Cs+].[Cs+]>CN(C=O)C>[C:1]([C:3]1[CH:4]=[CH:5][C:6]([CH2:7][NH:8][C:9](=[O:20])[CH:10]([C:13]2[CH:18]=[CH:17][CH:16]=[C:15]([O:19][CH:24]([CH3:26])[CH3:25])[CH:14]=2)[O:11][CH3:12])=[CH:21][CH:22]=1)#[N:2] |f:1.2.3.4|. Product: C(#N)C1=CC=C(CNC(C(OC)C2=CC(=CC=C2)OC(C)C)=O)C=C1 ((RS)-N-(4-cyano-benzyl)-2-(3-isopropoxy-phenyl)-2-methoxy-acetamide). The reactants are C(#N)C1=CC=C(CNC(C(OC)C2=CC(=CC=C2)O)=O)C=C1 ((RS)-N-(4-cyano-benzyl)-2-(3-hydroxy-phenyl)-2-methoxy-acetamide), IC(C)C.C([O-])([O-])=O.[Cs+].[Cs+] (2-iodopropane cesium carbonate). Run in CN(C)C=O (DMF). Reactants: Cl, O=C(Cl)C(CO[N+](=O)[O-])(CO[N+](=O)[O-])CO[N+](=O)[O-], N, C1COCCO1. The product is NC(=O)C(CO[N+](=O)[O-])(CO[N+](=O)[O-])CO[N+](=O)[O-]. As a reaction SMILES: [ClH:21].[N+:1](=[O:2])([O-:3])[O:4][CH2:5][C:6]([C:7](=[O:8])[Cl:9])([CH2:10][O:11][N+:12](=[O:13])[O-:14])[CH2:15][O:16][N+:17](=[O:18])[O-:19].[NH3:20].[O:22]1[CH2:23][CH2:24][O:25][CH2:26][CH2:27]1>>[N+:1](=[O:2])([O-:3])[O:4][CH2:5][C:6]([C:7](=[O:8])[NH2:20])([CH2:10][O:11][N+:12](=[O:13])[O-:14])[CH2:15][O:16][N+:17](=[O:18])[O-:19]. Starting materials: N1=C(C=CC=C1)S(=O)(=O)C(C1=CC=CC(=N1)NCC(=O)O)NCC1=CC=C(C=C1)C=1SC=CN1 ((6-{(pyridin-2-ylsulfonyl)[4-(thiazol-2-yl)benzyl]aminomethyl}pyridin-2-ylamino)acetic acid), Cl.O1CCOCC1 (hydrogen chloride 1,4-dioxane). Run in C(CCCCC)O (1-hexanol). Run at time 16 hour. The product is C(CCCCC)OC(CNC1=NC(=CC=C1)C(NCC1=CC=C(C=C1)C=1SC=CN1)S(=O)(=O)C1=NC=CC=C1)=O (Hexyl(6-{(pyridin-2-ylsulfonyl)[4-(thiazol-2-yl)benzyl]aminomethyl}pyridin-2-ylamino)acetate). Yield: 92.0%. As a reaction SMILES: [N:1]1[CH:6]=[CH:5][CH:4]=[CH:3][C:2]=1[S:7]([CH:10]([NH:22][CH2:23][C:24]1[CH:29]=[CH:28][C:27]([C:30]2[S:31][CH:32]=[CH:33][N:34]=2)=[CH:26][CH:25]=1)[C:11]1[N:16]=[C:15]([NH:17][CH2:18][C:19]([OH:21])=[O:20])[CH:14]=[CH:13][CH:12]=1)(=[O:9])=[O:8].Cl.O1[CH2:41][CH2:40]OCC1>C(O)CCCCC>[CH2:2]([O:20][C:19](=[O:21])[CH2:18][NH:17][C:15]1[CH:14]=[CH:13][CH:12]=[C:11]([CH:10]([S:7]([C:2]2[CH:3]=[CH:4][CH:5]=[CH:6][N:1]=2)(=[O:9])=[O:8])[NH:22][CH2:23][C:24]2[CH:29]=[CH:28][C:27]([C:30]3[S:31][CH:32]=[CH:33][N:34]=3)=[CH:26][CH:25]=2)[N:16]=1)[CH2:3][CH2:4][CH2:5][CH2:40][CH3:41] |f:1.2|. Procedure: To a solution of (6-{(pyridin-2-ylsulfonyl)[4-(thiazol-2-yl)benzyl]aminomethyl}pyridin-2-ylamino)acetic acid (110 mg, 0.222 mmol) obtained in Example 3-(b) in 1-hexanol (0.83 ml) was added a 4N hydrogen chloride/1,4-dioxane solution (0.83 ml), followed by stirring at room temperature for 16 hours. After completion of the reaction, the reaction solution was concentrated under reduced pressure, and a saturated aqueous sodium hydrogencarbonate solution was added to the residue, followed by extracti... Starting materials: [BH4-].[Na+] (sodium borohydride), C(\C=C/C(=O)O)(=O)O.CC(=O)C1=CC2=C(O1)C=CC=C2OC[C@H](CN2CCC(CC2)C2=CC1=CC=CC=C1C=C2)O ((S)-4-(2-hydroxy-3-(4-(naphthalen-2-yl)piperidino)propyloxy)benzo(b)furan-2-yl methyl ketone maleate), [Cl-].[NH4+] (ammonium chloride). Solvent: CO (methanol). Conditions: time 20 minute. The product is OC(COC1=CC=CC=2OC(=CC21)C(C)O)CN2CCC(CC2)C2=CC1=CC=CC=C1C=C2 (1-(4-(2-hydroxy-3-(4-(naphthalen-2-yl)piperidino)propyloxy)benzo(b)furan-2-yl)ethanol). The yield is 100.5%. As a reaction SMILES: C(O)(=O)/C=C\C(O)=O.[CH3:9][C:10]([C:12]1[O:16][C:15]2[CH:17]=[CH:18][CH:19]=[C:20]([O:21][CH2:22][C@@H:23]([OH:41])[CH2:24][N:25]3[CH2:30][CH2:29][CH:28]([C:31]4[CH:40]=[CH:39][C:38]5[C:33](=[CH:34][CH:35]=[CH:36][CH:37]=5)[CH:32]=4)[CH2:27][CH2:26]3)[C:14]=2[CH:13]=1)=[O:11].[BH4-].[Na+].[Cl-].[NH4+]>CO>[OH:41][CH:23]([CH2:24][N:25]1[CH2:26][CH2:27][CH:28]([C:31]2[CH:40]=[CH:39][C:38]3[C:33](=[CH:34][CH:35]=[CH:36][CH:37]=3)[CH:32]=2)[CH2:29][CH2:30]1)[CH2:22][O:21][C:20]1[C:14]2[CH:13]=[C:12]([CH:10]([OH:11])[CH3:9])[O:16][C:15]=2[CH:17]=[CH:18][CH:19]=1 |f:0.1,2.3,4.5|. Procedure: (S)-4-(2-Hydroxy-3-(4-(naphthalen-2-yl)piperidino)propyloxy)benzo(b)furan-2-yl methyl ketone (0.30 g) obtained in Example 56 was dissolved in methanol and sodium borohydride (30 mg) was added at room temperature. The mixture was stirred for 20 min. To the reaction mixture was added saturated aqueous ammonium chloride solution and the solvent was evaporated under reduced pressure. The obtained residue was dissolved in ethyl acetate, and the mixture was washed with water and dried over anhydrous m... The reactants are C(CCCC)N1C(=O)C(=O)C2=CC=C(C=C12)OC (1-pentyl-6-methoxy-isatin), C1(=CC=CC=C1)CC(=O)NN (Phenylacetic hydrazide). The product is COC1=CC=C2/C(/C(N(C2=C1)CCCCC)=O)=N/NC(CC1=CC=CC=C1)=O (N′-[(3Z)-6-methoxy-1-pentyl-2-oxo-1,2-dihydro-3H-indol-3-ylidene]-2-phenylacetohydrazide). RXN SMILES: [CH2:1]([N:6]1[C:16]2[C:11](=[CH:12][CH:13]=[C:14]([O:17][CH3:18])[CH:15]=2)[C:9](=O)[C:7]1=[O:8])[CH2:2][CH2:3][CH2:4][CH3:5].[C:19]1([CH2:25][C:26]([NH:28][NH2:29])=[O:27])[CH:24]=[CH:23][CH:22]=[CH:21][CH:20]=1>>[CH3:18][O:17][C:14]1[CH:15]=[C:16]2[C:11](/[C:9](=[N:29]/[NH:28][C:26](=[O:27])[CH2:25][C:19]3[CH:20]=[CH:21][CH:22]=[CH:23][CH:24]=3)/[C:7](=[O:8])[N:6]2[CH2:1][CH2:2][CH2:3][CH2:4][CH3:5])=[CH:12][CH:13]=1. Procedure: The title compound was prepared as a yellow solid, using 1-pentyl-6-methoxy-isatin obtained in Example 39(A) and Phenylacetic hydrazide according to the synthetic method E. NMR (CDCl3): δ 0.91 (t, 3H), 1.33 to 1.39 (m, 4H), 1.66-1.69 (m, 2H), 3.62-3.76 (m, 2H), 3.85-3.88 (m, 3H), 4.14 and 4.23 (s for isomers, 1H), 6.38-6.64 (m, 2H), 7.22-7.26 (m 1H), 7.32 (m, 2H), 7.38-7.39 (m, 1H), 7.42 (d, 1H), 7.54 and 7.56 (d for isomers, 1H), 9.25 and 12.44 and 12.99 (br s for isomers, 1H). Starting materials: CC(=O)[O-], CO, O=CCNC(=O)c1cc(Cl)ccc1Cl, Cl, NO, [Na+]. Yields the product O=CN(O)CCNC(=O)c1cc(Cl)ccc1Cl. RXN SMILES: [CH3:19][C:20]([O-:21])=[O:22].[CH3:23][OH:24].[Cl:1][c:2]1[c:3]([C:4](=[O:5])[NH:6][CH2:7][CH:8]=[O:9])[cH:10][c:11]([Cl:14])[cH:12][cH:13]1.[ClH:15].[NH2:16][OH:17].[Na+:18]>>[Cl:1][c:2]1[c:3]([C:4](=[O:5])[NH:6][CH2:7][CH2:8][N:16]([OH:17])[CH:20]=[O:22])[cH:10][c:11]([Cl:14])[cH:12][cH:13]1.